This data is from the Open Reaction Database (ORD), a public repository of structured organic reaction records. The task is: describe an organic reaction: reactants, conditions, products, and yield Reactants: BrC1=CC=C(C=C1)SCC(=O)NC=1C(=NN(C1)CCC1=CC=CC=C1)C(=O)O (4-[2-(4-bromo-phenylsulfanyl)-acetylamino]-1-phenethyl-1H-pyrazole-3-carboxylic acid), [NH4+].[OH-] (NH4OH). The solvent is O1CCCC1 (tetrahydrofuran), C(C(=O)Cl)(=O)Cl (oxalyl chloride). Reaction conditions: time 30 minute. Product: BrC1=CC=C(C=C1)SCC(=O)NC=1C(=NN(C1)CCC1=CC=CC=C1)C(=O)N (4-[2-(4-bromo-phenylsulfanyl)-acetylamino]-1-phenethyl-1H-pyrazole-3-carboxylic acid amide). Isolated yield 19.0%. RXN SMILES: [Br:1][C:2]1[CH:7]=[CH:6][C:5]([S:8][CH2:9][C:10]([NH:12][C:13]2[C:14]([C:26](O)=[O:27])=[N:15][N:16]([CH2:18][CH2:19][C:20]3[CH:25]=[CH:24][CH:23]=[CH:22][CH:21]=3)[CH:17]=2)=[O:11])=[CH:4][CH:3]=1.[NH4+:29].[OH-]>O1CCCC1.C(Cl)(=O)C(Cl)=O>[Br:1][C:2]1[CH:3]=[CH:4][C:5]([S:8][CH2:9][C:10]([NH:12][C:13]2[C:14]([C:26]([NH2:29])=[O:27])=[N:15][N:16]([CH2:18][CH2:19][C:20]3[CH:21]=[CH:22][CH:23]=[CH:24][CH:25]=3)[CH:17]=2)=[O:11])=[CH:6][CH:7]=1 |f:1.2|. Reported procedure: 113 mg (0.3 mM) of the compound obtained in Example 23 was dissolved in 1 ml of tetrahydrofuran to which 60 μl (0.7 mM) of oxalyl chloride was added dropwise, and the resulting mixture was stirred under a nitrogen atmosphere for 30 minutes. Subsequently, 70 μl of NH4OH was added thereto, and the resulting mixture was stirred under a nitrogen atmosphere for 1 hour. The solvent was distilled off under reduced pressure, and the resultant was extracted with ethyl acetate and brine. The organic solve... Procedure: A solution of 0.26 g (0.00101 mole) of 6-bromo-2-chloro-4-methylquinoline in 50 ml absolute ethanol was placed in a glass bomb liner, cooled to -78° C., and 7.19 g (0.159 mole) of dimethylamine bubbled into the cold ethanolic solution. The mixture was heated to 112° in a sealed autoclave for 3 hours. The solvent and excess dimethylamine were then removed under vacuum, to leave 0.36 g of residue, which was washed with 40 ml H2O to remove the (CH3)2NH.HCl. The product was then taken up in 40 ml ab... Yield: 134.4%. Product: BrC=1C=C2C(=CC(=NC2=CC1)N(C)C)C (6-Bromo-2-dimethylamino-4-methylquinoline). Reactants: BrC=1C=C2C(=CC(=NC2=CC1)Cl)C (6-bromo-2-chloro-4-methylquinoline), CNC (dimethylamine). Run at temperature -78 celsius. As a reaction SMILES: [Br:1][C:2]1[CH:3]=[C:4]2[C:9](=[CH:10][CH:11]=1)[N:8]=[C:7](Cl)[CH:6]=[C:5]2[CH3:13].[CH3:14][NH:15][CH3:16]>C(O)C>[Br:1][C:2]1[CH:3]=[C:4]2[C:9](=[CH:10][CH:11]=1)[N:8]=[C:7]([N:15]([CH3:16])[CH3:14])[CH:6]=[C:5]2[CH3:13]. The solvent is C(C)O (ethanol). The reactants are COC(=O)C1CN(C(=O)OC(C)(C)C)CCC1c1ccc(F)cc1, C[O-], Cc1ccccc1, [Na+]. Yields the product CC(C)(C)OC(=O)N1CCC(c2ccc(F)cc2)C(C(=O)O)C1. As a reaction SMILES: [CH3:1][O:2][C:3](=[O:4])[CH:5]1[CH2:6][N:7]([C:18](=[O:19])[O:20][C:21]([CH3:22])([CH3:23])[CH3:24])[CH2:8][CH2:9][CH:10]1[c:11]1[cH:12][cH:13][c:14]([F:17])[cH:15][cH:16]1.[CH3:25][O-:26].[CH3:28][c:29]1[cH:30][cH:31][cH:32][cH:33][cH:34]1.[Na+:27]>>[O:2]=[C:3]([OH:4])[CH:5]1[CH2:6][N:7]([C:18](=[O:19])[O:20][C:21]([CH3:22])([CH3:23])[CH3:24])[CH2:8][CH2:9][CH:10]1[c:11]1[cH:12][cH:13][c:14]([F:17])[cH:15][cH:16]1.